This data is from the Open Reaction Database (ORD), a public repository of structured organic reaction records. The task is: describe an organic reaction: reactants, conditions, products, and yield Reactants: C(C)(=O)OCC([C@H]1[C@@H](CC2C3CCC4=CC(CC[C@@]4(C3=CC[C@]12C)C)=O)C)=O (2-oxo-2-((10S,13S,16R,17S)-10,13,16-trimethyl-3-oxo-2,3,6,7,8,10,12,13,14,15,16,17-dodecahydro-1H-cyclopenta[a]phenanthren-17-yl)ethyl acetate), C([O-])([O-])=O.[K+].[K+] (potassium carbonate), Cl (HCl). Run in C(Cl)Cl (methylene chloride), CO (methanol). Reaction conditions: temperature 5 celsius, time 2 hour. Yields the product OCC(=O)[C@H]1[C@@H](CC2C3CCC4=CC(C=C[C@@]4(C3=CC[C@]12C)C)=O)C ((10S,13S,16R,17S)-17-(2-hydroxyacetyl)-10,13,16-trimethyl-6,7,8,10,12,13,14,15,16,17-decahydro-3H-cyclopenta[a]phenanthren-3-one). Isolated yield 37.3%. Reaction SMILES: C([O:4][CH2:5][C:6](=[O:28])[C@@H:7]1[C@:23]2([CH3:24])[CH:10]([CH:11]3[C:20](=[CH:21][CH2:22]2)[C@:19]2([CH3:25])[C:14](=[CH:15][C:16](=[O:26])[CH2:17][CH2:18]2)[CH2:13][CH2:12]3)[CH2:9][C@H:8]1[CH3:27])(=O)C.C(=O)([O-])[O-].[K+].[K+].Cl>C(Cl)Cl.CO>[OH:4][CH2:5][C:6]([C@@H:7]1[C@:23]2([CH3:24])[CH:10]([CH:11]3[C:20](=[CH:21][CH2:22]2)[C@:19]2([CH3:25])[C:14](=[CH:15][C:16](=[O:26])[CH:17]=[CH:18]2)[CH2:13][CH2:12]3)[CH2:9][C@H:8]1[CH3:27])=[O:28] |f:1.2.3|. Procedure details: A solution of 2-oxo-2-((10S,13S,16R,17S)-10,13,16-trimethyl-3-oxo-2,3,6,7,8,10,12,13,14,15,16,17-dodecahydro-1H-cyclopenta[a]phenanthren-17-yl)ethyl acetate (1.0 g, 2.6 mM) in methylene chloride (5 mL) and methanol (15 mL) was put under an inert atmosphere and cooled in an ice bath. 1 mL of 1 M aqueous potassium carbonate was added by syringe. The reaction was stirred at 5° C. for 2 h. The reaction was then neutralized with 1N HCl and concentrated. After partitioning between water and methylene ...